This data is from the Open Reaction Database (ORD), a public repository of structured organic reaction records. The task is: describe an organic reaction: reactants, conditions, products, and yield Reactants: BrC=1N=C2C(=NC1)N(C=C2C(=O)NC(C)(C)C)COCC[Si](C)(C)C (2-bromo-N-tert-butyl-5-((2-(trimethylsilyl)ethoxy)methyl)-5H-pyrrolo[2,3-b]pyrazine-7-carboxamide), Cl.CC1=NSC(=C1)N (3-methylisothiazol-5-amine hydrochloride), C=1C=CC(=CC1)P(C=2C=CC=CC2)C3=CC=C4C=CC=CC4=C3C5=C6C=CC=CC6=CC=C5P(C=7C=CC=CC7)C=8C=CC=CC8 (BINAP). Reagents/catalysts: C(C)(=O)[O-].[Pd+2].C(C)(=O)[O-] (palladium (II) acetate), CC(C)([O-])C.[Na+] (sodium tert-butoxide). Solvent: CN(C)C=O (DMF), C1(=CC=CC=C1)C (toluene), O (water). Reaction conditions: temperature 140 celsius. Yields the product C(C)(C)(C)NC(=O)C1=CN(C2=NC=C(N=C21)NC2=CC(=NS2)C)COCC[Si](C)(C)C (N-tert-butyl-2-(3-methylisothiazol-5-ylamino)-5-((2-(trimethylsilyl)ethoxy)methyl)-5H-pyrrolo[2,3-b]pyrazine-7-carboxamide). The yield is 19.8%. Reaction SMILES: Br[C:2]1[N:3]=[C:4]2[C:10]([C:11]([NH:13][C:14]([CH3:17])([CH3:16])[CH3:15])=[O:12])=[CH:9][N:8]([CH2:18][O:19][CH2:20][CH2:21][Si:22]([CH3:25])([CH3:24])[CH3:23])[C:5]2=[N:6][CH:7]=1.Cl.[CH3:27][C:28]1[CH:32]=[C:31]([NH2:33])[S:30][N:29]=1.C1C=CC(P(C2C(C3C(P(C4C=CC=CC=4)C4C=CC=CC=4)=CC=C4C=3C=CC=C4)=C3C(C=CC=C3)=CC=2)C2C=CC=CC=2)=CC=1>CN(C=O)C.C1(C)C=CC=CC=1.O.C([O-])(=O)C.[Pd+2].C([O-])(=O)C.CC(C)([O-])C.[Na+]>[C:14]([NH:13][C:11]([C:10]1[C:4]2[C:5](=[N:6][CH:7]=[C:2]([NH:33][C:31]3[S:30][N:29]=[C:28]([CH3:27])[CH:32]=3)[N:3]=2)[N:8]([CH2:18][O:19][CH2:20][CH2:21][Si:22]([CH3:25])([CH3:24])[CH3:23])[CH:9]=1)=[O:12])([CH3:17])([CH3:16])[CH3:15] |f:1.2,7.8.9,10.11|. Reported procedure: A mixture of 2-bromo-N-tert-butyl-5-((2-(trimethylsilyl)ethoxy)methyl)-5H-pyrrolo[2,3-b]pyrazine-7-carboxamide (150 mg, 351 mol), 3-methylisothiazol-5-amine hydrochloride (79.3 mg, 526 mol), BINAP (10.9 mg, 17.5 mol), palladium (II) acetate (19.7 mg, 87.7 mol) and sodium tert-butoxide (101 mg, 1.05 mmol, Eq: 3) in DMF (1.2 mL) and toluene (600 μL) was heated in a microwave at 140° C. for 20 min. The reaction mixture was diluted with water then extracted into ethyl acetate (3×). The combined orga...